From a dataset of the Open Reaction Database (ORD), a public repository of structured organic reaction records. describe an organic reaction: reactants, conditions, products, and yield The reactants are CC(C)OC(=O)CC(=O)OC(C)C, Cc1ccccc1, Cl, [Cu]Br, [H-], [H][H], Ic1ccsc1, [Na+], O, c1ccc2ncccc2c1. Product: CC(C)OC(=O)C(C(=O)OC(C)C)c1ccsc1. RXN SMILES: [C:1]([CH2:2][C:3](=[O:4])[O:5][CH:6]([CH3:7])[CH3:8])(=[O:9])[O:10][CH:11]([CH3:12])[CH3:13].[CH3:37][c:38]1[cH:39][cH:40][cH:41][cH:42][cH:43]1.[ClH:24].[Cu:35][Br:36].[H-:15].[H:16][H:17].[I:18][c:19]1[cH:20][s:21][cH:22][cH:23]1.[Na+:14].[OH2:44].[cH:25]1[cH:26][c:27]2[c:28]([n:29][cH:30][cH:31][cH:32]2)[cH:33][cH:34]1>>[C:1]([CH:2]([C:3](=[O:4])[O:5][CH:6]([CH3:7])[CH3:8])[c:19]1[cH:20][s:21][cH:22][cH:23]1)(=[O:9])[O:10][CH:11]([CH3:12])[CH3:13]. Reactants: [Cl-].CN(C)[Al+]C (dimethylamino(methyl)aluminum chloride), C(C1=CC=CC=C1)C(C(=O)OC)O (methyl benzylglycolate), Cl (HCl). The solvent is C1(=CC=CC=C1)C (toluene). Run at time 1.5 hour. The product is C(C1=CC=CC=C1)C(C(=O)N(C)C)O (Benzyl-N,N-dimethylglycolamide), oil. Yield: 37.0%. Reaction SMILES: [Cl-].[CH3:2][N:3]([Al+]C)[CH3:4].[CH2:7]([CH:14]([OH:19])[C:15](OC)=[O:16])[C:8]1[CH:13]=[CH:12][CH:11]=[CH:10][CH:9]=1.Cl>C1(C)C=CC=CC=1>[CH2:7]([CH:14]([OH:19])[C:15]([N:3]([CH3:4])[CH3:2])=[O:16])[C:8]1[CH:13]=[CH:12][CH:11]=[CH:10][CH:9]=1 |f:0.1|. Procedure details: To dimethylamino(methyl)aluminum chloride [prepared from dimethylamine hydrochloride (3.4 g, 42 mmoL) and trimethyl aluminum (21 mL of 2 M solution, 42 mmol)] in toluene (40 mL) was added methyl benzylglycolate (3.0 g, 17 mmol). After stirring at rt for 1.5 h, the mixture was poured into 3 N HCl and extracted with Et2O. The organic extract was washed with saturated aqueous NaCl, dried (MgSO4) and concentrated under reduced pressure. The residue was purified by flash chromatography, eluting with ... The reactants are resultant mixture, COC(=O)C1=C(C2=C(S1)C=C(C=C2)C(=O)OCC=C)O (3-hydroxy-benzo[b]thiophene-2,6-dicarboxylic acid 6-allyl ester 2-methyl ester), TEA, O(S(=O)(=O)C(F)(F)F)S(=O)(=O)C(F)(F)F (Tf2O). Reagents/catalysts: CN(C)C=1C=CN=CC1 (DMAP). Solvent: C(Cl)Cl (DCM). The product is COC(=O)C1=C(C2=C(S1)C=C(C=C2)C(=O)OCC=C)OS(=O)(=O)C(F)(F)F (3-trifluoromethanesulfonyloxy-benzo[b]thiophene-2,6-dicarboxylic acid 6-allyl ester 2-methyl ester). Isolated yield 84.0%. As a reaction SMILES: [CH3:1][O:2][C:3]([C:5]1[S:9][C:8]2[CH:10]=[C:11]([C:14]([O:16][CH2:17][CH:18]=[CH2:19])=[O:15])[CH:12]=[CH:13][C:7]=2[C:6]=1[OH:20])=[O:4].[O:21](S(C(F)(F)F)(=O)=O)[S:22]([C:25]([F:28])([F:27])[F:26])(=O)=[O:23]>C(Cl)Cl.CN(C1C=CN=CC=1)C>[CH3:1][O:2][C:3]([C:5]1[S:9][C:8]2[CH:10]=[C:11]([C:14]([O:16][CH2:17][CH:18]=[CH2:19])=[O:15])[CH:12]=[CH:13][C:7]=2[C:6]=1[O:20][S:22]([C:25]([F:28])([F:27])[F:26])(=[O:23])=[O:21])=[O:4]. Procedure details: To a solution of 3-hydroxy-benzo[b]thiophene-2,6-dicarboxylic acid 6-allyl ester 2-methyl ester (3.2 g, 10.95 mmol) in DCM (50 mL) was added TEA (1.83 mL, 13.14 mmol), Tf2O (2.2 mL, 13.14 mL) and DMAP (67 mg, 0.55 mmol) at 0° C. The temperature was allowed to rise to room temperature and the resultant mixture was stirred for 4 hours, washed with aq. NaHCO3 and dried over MgSO4. The crude product was purified on CombiFlash column eluted with hexanes/EtOAc to give desire product, 3-trifluoromethan... Reactants: NCC(CO)O (1-aminopropane-2,3-diol), [N+](=O)([O-])C1=C(C(=CC(=C1)C)[N+](=O)[O-])OC (2,6-dinitro-4-methylanisole), alcohol. The solvent is O (water), alcohol. The product is [N+](=O)([O-])C1=C(NCC(CO)O)C(=CC(=C1)C)[N+](=O)[O-] (2,6-dinitro-4-methyl-N-(β,γ-dihydroxypropyl)-aniline). RXN SMILES: [N+:1]([C:4]1[CH:9]=[C:8]([CH3:10])[CH:7]=[C:6]([N+:11]([O-:13])=[O:12])[C:5]=1OC)([O-:3])=[O:2].[NH2:16][CH2:17][CH:18]([OH:21])[CH2:19][OH:20]>O>[N+:1]([C:4]1[CH:9]=[C:8]([CH3:10])[CH:7]=[C:6]([N+:11]([O-:13])=[O:12])[C:5]=1[NH:16][CH2:17][CH:18]([OH:21])[CH2:19][OH:20])([O-:3])=[O:2]. Procedure details: 0.05 mol (10.6 g) of 2,6-dinitro-4-methylanisole is dissolved in 50 ml of absolute alcohol. 0.1 mol (9.1 g) of 1-aminopropane-2,3-diol is added gradually to this solution, whilst stirring. The solution is heated under reflux for 3 hours 30 minutes. The alcohol is driven off in vacuo and 40 ml of iced water are added to the residual red oil. The expected product crystallises. It is filtered off and washed with water. After recrystallisation from an aqueous-alcoholic mixture and drying in vacuo, i... Starting materials: Title compound G, C(C)(C)(C)OC(=O)N1CCN(CC1)S(=O)(=O)C1=CC=C(C=C1)C(CC1CCCC1)C(NC=1SC2=NC(=CC=C2N1)N1CCOCC1)=O (4-{4-[2-Cyclopentyl-1-(5-morpholin-4-yl-thiazolo[5,4-b]pyridin-2-ylcarbamoyl)-ethyl]-benzenesulfonyl}-piperazine-1-carboxylic acid tert-butyl ester), C(=O)(C(F)(F)F)O (TFA). Solvent: C(Cl)Cl (DCM). Run at time 1 hour. The product is C1(CCCC1)CC(C(=O)NC=1SC2=NC(=CC=C2N1)N1CCOCC1)C1=CC=C(C=C1)S(=O)(=O)N1CCNCC1 (3-Cyclopentyl-N-(5-morpholin-4-yl-thiazolo[5,4-b]pyridin-2-yl)-2-[4-(piperazine-1-sulfonyl)-phenyl]-propionamide). As a reaction SMILES: C(OC([N:8]1[CH2:13][CH2:12][N:11]([S:14]([C:17]2[CH:22]=[CH:21][C:20]([CH:23]([C:30](=[O:47])[NH:31][C:32]3[S:33][C:34]4[C:39]([N:40]=3)=[CH:38][CH:37]=[C:36]([N:41]3[CH2:46][CH2:45][O:44][CH2:43][CH2:42]3)[N:35]=4)[CH2:24][CH:25]3[CH2:29][CH2:28][CH2:27][CH2:26]3)=[CH:19][CH:18]=2)(=[O:16])=[O:15])[CH2:10][CH2:9]1)=O)(C)(C)C.C(O)(C(F)(F)F)=O>C(Cl)Cl>[CH:25]1([CH2:24][CH:23]([C:20]2[CH:19]=[CH:18][C:17]([S:14]([N:11]3[CH2:10][CH2:9][NH:8][CH2:13][CH2:12]3)(=[O:16])=[O:15])=[CH:22][CH:21]=2)[C:30]([NH:31][C:32]2[S:33][C:34]3[C:39]([N:40]=2)=[CH:38][CH:37]=[C:36]([N:41]2[CH2:42][CH2:43][O:44][CH2:45][CH2:46]2)[N:35]=3)=[O:47])[CH2:29][CH2:28][CH2:27][CH2:26]1. Procedure: Title compound G, 4-{4-[2-Cyclopentyl-1-(5-morpholin-4-yl-thiazolo[5,4-b]pyridin-2-ylcarbamoyl)-ethyl]-benzenesulfonyl}-piperazine-1-carboxylic acid tert-butyl ester (0.26 g, 0.378 mmol) was dissolved in 5 mL DCM and 2 mL of TFA was added. The solution was stirred for 1 h and then evaporated to afford a crude oil. The residue was partitioned between 2N NaOH and ethyl acetate and extracted numerous times with ethyl acetate, dried over MgSO4, filtered and concentrated to afford a green solid. This... Starting materials: CC(=O)OCc1sc(Br)cc1C, CO, [K+], [K+], O=C([O-])[O-]. Yields the product Cc1cc(Br)sc1CO. Reaction SMILES: [C:1](=[O:2])([CH3:3])[O:4][CH2:5][c:6]1[s:7][c:8]([Br:12])[cH:9][c:10]1[CH3:11].[CH3:19][OH:20].[K+:13].[K+:14].[O-:15][C:16]([O-:17])=[O:18]>>[OH:4][CH2:5][c:6]1[s:7][c:8]([Br:12])[cH:9][c:10]1[CH3:11]. The reactants are BrBr, CC(=O)O, CSc1nccc(=O)[nH]1. Yields the product CSc1ncc(Br)c(=O)[nH]1. RXN SMILES: [Br:10][Br:11].[CH3:12][C:13](=[O:14])[OH:15].[CH3:1][S:2][c:3]1[n:4][cH:5][cH:6][c:7](=[O:9])[nH:8]1>>[CH3:1][S:2][c:3]1[n:4][cH:5][c:6]([Br:10])[c:7](=[O:9])[nH:8]1. Starting materials: C1CCOC1, COC(=O)c1[nH]c2ccccc2c1I, N#C[Cu], CN(C)C=O. The product is COC(=O)c1[nH]c2ccccc2c1C#N. As a reaction SMILES: [CH2:23]1[O:24][CH2:25][CH2:26][CH2:27]1.[CH3:1][O:2][C:3](=[O:4])[c:5]1[nH:6][c:7]2[cH:8][cH:9][cH:10][cH:11][c:12]2[c:13]1[I:14].[Cu:15][C:16]#[N:17].[O:18]=[CH:19][N:20]([CH3:21])[CH3:22]>>[CH3:1][O:2][C:3](=[O:4])[c:5]1[nH:6][c:7]2[cH:8][cH:9][cH:10][cH:11][c:12]2[c:13]1[C:16]#[N:17].